Dataset: the Open Reaction Database (ORD), a public repository of structured organic reaction records. Task: describe an organic reaction: reactants, conditions, products, and yield Reactants: COC(C1=CN=C(C=C1)N1C=NC(=C1)C=1C(=NOC1C(F)(F)F)C1=CC=CC=C1)=O (6-[4-(3-phenyl-5-trifluoromethyl-isoxazol-4-yl)-imidazol-1-yl]-nicotinic acid methyl ester), COC(C1=CC=C(C=C1)N1C=NC(=C1)C=1C(=NOC1C(F)(F)F)C1=CC=CC=C1)=O (4-[4-(3-phenyl-5-trifluoromethyl-isoxazol-4-yl)-imidazol-1-yl]-benzoic acid methyl ester). Product: C1(CC1)CNC(C1=CN=C(C=C1)N1C=NC(=C1)C=1C(=NOC1C(F)(F)F)C1=CC=CC=C1)=O (N-Cyclopropylmethyl-6-[4-(3-phenyl-5-trifluoromethyl-isoxazol-4-yl)-imidazol-1-yl]-nicotinamide). Isolated yield 51.0%. Reaction SMILES: C[O:2][C:3](=O)[C:4]1[CH:9]=[CH:8][C:7]([N:10]2[CH:14]=[C:13]([C:15]3[C:16]([C:24]4[CH:29]=[CH:28][CH:27]=[CH:26][CH:25]=4)=[N:17][O:18][C:19]=3[C:20]([F:23])([F:22])[F:21])[N:12]=[CH:11]2)=[N:6][CH:5]=1.COC(=O)C1C=CC(N2C=C(C3[C:46]([C:54]4[CH:59]=[CH:58]C=CC=4)=[N:47]OC=3C(F)(F)F)N=C2)=CC=1>>[CH:54]1([CH2:46][NH:47][C:3](=[O:2])[C:4]2[CH:9]=[CH:8][C:7]([N:10]3[CH:14]=[C:13]([C:15]4[C:16]([C:24]5[CH:25]=[CH:26][CH:27]=[CH:28][CH:29]=5)=[N:17][O:18][C:19]=4[C:20]([F:23])([F:22])[F:21])[N:12]=[CH:11]3)=[N:6][CH:5]=2)[CH2:59][CH2:58]1. Procedure: As described for Example 10, 6-[4-(3-phenyl-5-trifluoromethyl-isoxazol-4-yl)-imidazol-1-yl]-nicotinic acid methyl ester (90 mg, 0.22 mmol), instead of 4-[4-(3-phenyl-5-trifluoromethyl-isoxazol-4-yl)-imidazol-1-yl]-benzoic acid methyl ester was converted, to the title compound (50 mg, 51%) which was obtained as a white solid. MS: m/e=454.2 [M+H]+. RXN SMILES: [CH2:1]([CH:2]=[CH2:3])[n:4]1[c:5](=[O:23])[n:6](-[c:14]2[cH:15][c:16]3[c:17]([cH:18][cH:19]2)[O:20][CH2:21][O:22]3)[c:7]2[n:8][c:9]([NH2:13])[cH:10][cH:11][c:12]12.[Cl:24][C:25](=[O:26])[O:27][CH2:28][CH3:29].[cH:30]1[cH:31][cH:32][n:33][cH:34][cH:35]1>>[CH2:1]([CH:2]=[CH2:3])[n:4]1[c:5](=[O:23])[n:6](-[c:14]2[cH:15][c:16]3[c:17]([cH:18][cH:19]2)[O:20][CH2:21][O:22]3)[c:7]2[n:8][c:9]([C:25](=[O:26])[O:27][CH2:28][CH3:29])[cH:10][cH:11][c:12]12. Starting materials: C=CCn1c(=O)n(-c2ccc3c(c2)OCO3)c2nc(N)ccc21, CCOC(=O)Cl, c1ccncc1. The product is C=CCn1c(=O)n(-c2ccc3c(c2)OCO3)c2nc(C(=O)OCC)ccc21.